This data is from the Open Reaction Database (ORD), a public repository of structured organic reaction records. The task is: describe an organic reaction: reactants, conditions, products, and yield The reactants are NNc1cc2c(nn1)CCN(C(=O)c1ccccc1)C2, O=C1CCCCC1. The product is O=C(c1ccccc1)N1CCc2nnc(NN=C3CCCCC3)cc2C1. Reaction SMILES: [C:1]([c:2]1[cH:3][cH:4][cH:5][cH:6][cH:7]1)(=[O:8])[N:9]1[CH2:10][c:11]2[c:12]([n:13][n:14][c:15]([NH:17][NH2:18])[cH:16]2)[CH2:19][CH2:20]1.[O:21]=[C:22]1[CH2:23][CH2:24][CH2:25][CH2:26][CH2:27]1>>[C:1]([c:2]1[cH:3][cH:4][cH:5][cH:6][cH:7]1)(=[O:8])[N:9]1[CH2:10][c:11]2[c:12]([n:13][n:14][c:15]([NH:17][N:18]=[C:22]3[CH2:23][CH2:24][CH2:25][CH2:26][CH2:27]3)[cH:16]2)[CH2:19][CH2:20]1. Reactants: FC1=C(C(=CC=C1)I)O (2-fluoro-6-iodophenol), [OH-].[K+] (potassium hydroxide), Cl (hydrochloric acid). Reaction conditions: time 8 hour. Product: FC1=C(C(O)=CC=C1)O (3-fluorocatechol). Yield: 78.0%. RXN SMILES: [F:1][C:2]1[CH:7]=[CH:6][CH:5]=[C:4](I)[C:3]=1[OH:9].[OH-:10].[K+].Cl>>[F:1][C:2]1[CH:7]=[CH:6][CH:5]=[C:4]([OH:10])[C:3]=1[OH:9] |f:1.2|. Reported procedure: To a 500 ml flask were added 119 g (0.5 mol) of 2-fluoro-6-iodophenol and 200 ml of a 30% aqueous potassium hydroxide solution and they were reacted under vigorous stirring under a reflux temperature for 8 hours. After the termination of the reaction, the mixture was cooled to ordinary temperature and neutralized with hydrochloric acid to adjust pH between 2 and 3. After filtration, the filtrate was washed with water to obtain 49.9 g of a product [H]. The process yield was 78%. Starting materials: FC(C(=O)O)(F)F (trifluoroacetic acid), C(C)(C)(C)OC(=O)N1CCC(CC1)COC1=C(C=CC=C1)CCC1CCCCC1 (1-(tert-butoxycarbonyl)-4-[[(2-cyclohexylethyl)phenoxy]methyl]piperidine), C([O-])([O-])=O.[Na+].[Na+] (sodium carbonate). Solvent: ClCCl (dichloromethane). Run at time 30 minute. Product: C1(CCCCC1)CCC1=C(OCC2CCNCC2)C=CC=C1 (4-[[2-(Cyclohexylethyl)phenoxy]methyl]piperidine). Isolated yield 105.2%. As a reaction SMILES: C(OC([N:8]1[CH2:13][CH2:12][CH:11]([CH2:14][O:15][C:16]2[CH:21]=[CH:20][CH:19]=[CH:18][C:17]=2[CH2:22][CH2:23][CH:24]2[CH2:29][CH2:28][CH2:27][CH2:26][CH2:25]2)[CH2:10][CH2:9]1)=O)(C)(C)C.FC(F)(F)C(O)=O.C(=O)([O-])[O-].[Na+].[Na+]>ClCCl>[CH:24]1([CH2:23][CH2:22][C:17]2[CH:18]=[CH:19][CH:20]=[CH:21][C:16]=2[O:15][CH2:14][CH:11]2[CH2:12][CH2:13][NH:8][CH2:9][CH2:10]2)[CH2:29][CH2:28][CH2:27][CH2:26][CH2:25]1 |f:2.3.4|. Procedure: 1.138 g of 1-(tert-butoxycarbonyl)-4-[[(2-cyclohexylethyl)phenoxy]methyl]piperidine was dissolved in 3 ml of dichloromethane, 3 ml of trifluoroacetic acid was added thereto, and the mixture was left at room temperature for one hour 30 minutes. An aqueous sodium carbonate was added to the reaction solution, and the mixture was extracted with ethyl acetate. The organic layer was washed with water and brine, and then dried over anhydrous magnesium sulfate. The solvent was evaporated, and to the res... Starting materials: ClCCCO (3-chloropropanol), NCCNC(=O)NC1=CC=CC=C1 (1-(2-aminoethyl)-3-phenylurea), OCCCNCCNC(=O)NC1=CC=CC=C1 (1-[2-(3-hydroxypropylamino)ethyl]-3-phenylurea), C(OCC)(OCC)=O (diethyl carbonate). Product: O=C1OCCCN1CCNC(=O)NC1=CC=CC=C1 (1-[2-(tetrahydro-2-oxo-1,3-oxazin-3-yl)-ethyl]-3-phenylurea). Reaction SMILES: ClCC[CH2:4][OH:5].NCCNC(NC1C=CC=CC=1)=O.[OH:19][CH2:20][CH2:21][CH2:22][NH:23][CH2:24][CH2:25][NH:26][C:27]([NH:29][C:30]1[CH:35]=[CH:34][CH:33]=[CH:32][CH:31]=1)=[O:28].C(=O)(OCC)OCC>>[O:5]=[C:4]1[N:23]([CH2:24][CH2:25][NH:26][C:27]([NH:29][C:30]2[CH:31]=[CH:32][CH:33]=[CH:34][CH:35]=2)=[O:28])[CH2:22][CH2:21][CH2:20][O:19]1. Procedure details: When 3-chloropropanol is reacted with 1-(2-aminoethyl)-3-phenylurea and the resulting 1-[2-(3-hydroxypropylamino)ethyl]-3-phenylurea is reacted with diethyl carbonate according to the general processes of steps 1 and 2 of Example 2, there is obtained 1-[2-(tetrahydro-2-oxo-1,3-oxazin-3-yl)-ethyl]-3-phenylurea. Reactants: O=S(=O)(Cl)c1c(F)cccc1F, Nc1nc2ccc(O)cc2s1, [Na+], [OH-], O. Product: Nc1nc2ccc(OS(=O)(=O)c3c(F)cccc3F)cc2s1. As a reaction SMILES: [F:14][c:15]1[c:16]([S:22](=[O:23])(=[O:24])[Cl:25])[c:17]([F:21])[cH:18][cH:19][cH:20]1.[NH2:1][c:2]1[s:3][c:4]2[c:5]([n:6]1)[cH:7][cH:8][c:9]([OH:11])[cH:10]2.[Na+:13].[OH-:12].[OH2:26]>>[NH2:1][c:2]1[s:3][c:4]2[c:5]([n:6]1)[cH:7][cH:8][c:9]([O:11][S:22]([c:16]1[c:15]([F:14])[cH:20][cH:19][cH:18][c:17]1[F:21])(=[O:23])=[O:24])[cH:10]2. Reported procedure: 4-nitrobenzoin (4.55 g, 20.1 mmol) was dissolved in 70 ml of anhydrous methanol cooled down to 0° C. in an ice bath, NaBH4 (0.915 g, 24.2 mmol) was then added under N2, the mixture was stirred at r.t., for overnight, quenched with NH4Cl sat'd aqueous solution, MeOH was evaporated and EtOAc was added, the mixture was washed with water, the organic layer was dried over MgSO4 and concentrated to give a solid as the desired product(˜4.58 g, ˜100% yield). Solvent: CO (methanol). The reactants are [N+](=O)([O-])C1=CC=C(C=C1)C(=O)C(O)C1=CC=CC=C1 (4-nitrobenzoin), [BH4-].[Na+] (NaBH4). The product is OC(C1=CC=CC=C1)C1=CC=C(C=C1)[N+](=O)[O-] (4-(α-hydroxybenzyl)-nitrobenzene). Run at temperature 0 celsius, time 8 hour. Reaction SMILES: [N+:1]([C:4]1[CH:9]=[CH:8][C:7]([C:10]([CH:12]([C:14]2[CH:19]=[CH:18][CH:17]=[CH:16]C=2)O)=[O:11])=[CH:6][CH:5]=1)([O-:3])=[O:2].[BH4-].[Na+]>CO>[OH:11][CH:10]([C:7]1[CH:6]=[CH:5][C:4]([N+:1]([O-:3])=[O:2])=[CH:9][CH:8]=1)[C:12]1[CH:14]=[CH:19][CH:18]=[CH:17][CH:16]=1 |f:1.2|. Yield: 99.4%. Reactants: [H-].[Na+] (Sodium hydride), OC=1C(=NC=NC1)OCC(=O)OC (5-hydroxy-4-(methoxycarbonyl)methoxypyrimidine), [Cl-].[NH4+] (ammonium chloride), FC1=C(C=C(C(=C1)N1C(N(C(=CC1=O)C(F)(F)F)C)=O)F)[N+](=O)[O-] (2,5-difluoro-4-[3-methyl-2,6-dioxo-4-(trifluoromethyl)-1,2,3,6-tetrahydropyrimidin-1-yl]nitrobenzene). The solvent is CN(C=O)C (N,N-dimethylformamide). Run at time 1 hour. Yields the product FC1=CC(=C(OC=2C(=NC=NC2)OCC(=O)OC)C=C1N1C(N(C(=CC1=O)C(F)(F)F)C)=O)[N+](=O)[O-] (5-{4-fluoro-5-[3-methyl-2,6-dioxo-4-(trifluoromethyl)-1,2,3,6-tetrahydropyrimidin-1-yl]-2-nitrophenoxy}-4-(methoxycarbonyl)methoxypyrimidine). The yield is 87.2%. As a reaction SMILES: [H-].[Na+].[OH:3][C:4]1[C:5]([O:10][CH2:11][C:12]([O:14][CH3:15])=[O:13])=[N:6][CH:7]=[N:8][CH:9]=1.F[C:17]1[CH:22]=[C:21]([N:23]2[C:28](=[O:29])[CH:27]=[C:26]([C:30]([F:33])([F:32])[F:31])[N:25]([CH3:34])[C:24]2=[O:35])[C:20]([F:36])=[CH:19][C:18]=1[N+:37]([O-:39])=[O:38].[Cl-].[NH4+]>CN(C)C=O>[F:36][C:20]1[C:21]([N:23]2[C:28](=[O:29])[CH:27]=[C:26]([C:30]([F:33])([F:32])[F:31])[N:25]([CH3:34])[C:24]2=[O:35])=[CH:22][C:17]([O:3][C:4]2[C:5]([O:10][CH2:11][C:12]([O:14][CH3:15])=[O:13])=[N:6][CH:7]=[N:8][CH:9]=2)=[C:18]([N+:37]([O-:39])=[O:38])[CH:19]=1 |f:0.1,4.5|. Reported procedure: To a mixture of 42 mg of Sodium hydride and N,N-dimethylformamide, 0.184 g of 5-hydroxy-4-(methoxycarbonyl)methoxypyrimidine was added and stirred at room temperature for 1 hour. Then 0.35 g of 2,5-difluoro-4-[3-methyl-2,6-dioxo-4-(trifluoromethyl)-1,2,3,6-tetrahydropyrimidin-1-yl]nitrobenzene was added to the mixture, and stirred for 2 hours at room temperature, then for 1 hour at 50° C. The mixture was poured into saturated ammonium chloride solution, and extracted with ethyl acetate. The orga...